Task: describe an organic reaction: reactants, conditions, products, and yield. Dataset: the Open Reaction Database (ORD), a public repository of structured organic reaction records Reactants: FC1=CC2=C(N([C@H](CO2)CC(=O)OCC)C(=O)C=2C=CC3=C(NC(CO3)=O)C2)C=C1 (Ethyl {(3S)-7-fluoro-4-[(3-oxo-3,4-dihydro-2H-1,4-benzoxazin-6-yl)carbonyl]-3,4-dihydro-2H-1,4-benzoxazin-3-yl}acetate), FC1=CC2=C(N([C@H](CO2)CC(=O)OCC)C(=O)C=2C=CC3=C(NC(CO3)=O)C2)C=C1 (Ethyl {(3S)-7-fluoro-4-[(3-oxo-3,4-dihydro-2H-1,4-benzoxazin-6-yl)carbonyl]-3,4-dihydro-2H-1,4-benzoxazin-3-yl}acetate), crude product, crude product, FC1=CC2=C(N([C@H](CO2)CC(=O)OCC)C(=O)C=2C=CC3=C(NC(CO3)=O)C2)C=C1 (Ethyl {(3S)-7-fluoro-4-[(3-oxo-3,4-dihydro-2H-1,4-benzoxazin-6-yl)carbonyl]-3,4-dihydro-2H-1,4-benzoxazin-3-yl}acetate), CN (Methylamine), C(C)O (ethanol), methyl ester. The solvent is CC(C)O (IPA), CO (methanol). Reaction conditions: time 18 hour. Yields the product FC1=CC2=C(N([C@H](CO2)CC(=O)NC)C(=O)C=2C=CC3=C(NC(CO3)=O)C2)C=C1 (2-{(3S)-7-Fluoro-4-[(3-oxo-3,4-dihydro-2H-1,4-benzoxazin-6-yl)carbonyl]-3,4-dihydro-2H-1,4-benzoxazin-3-yl}-N-methylacetamide). As a reaction SMILES: [F:1][C:2]1[CH:30]=[CH:29][C:5]2[N:6]([C:16]([C:18]3[CH:19]=[CH:20][C:21]4[O:26][CH2:25][C:24](=[O:27])[NH:23][C:22]=4[CH:28]=3)=[O:17])[C@@H:7]([CH2:10][C:11]([O:13]CC)=O)[CH2:8][O:9][C:4]=2[CH:3]=1.[CH3:31][NH2:32].C(O)C>CO.CC(O)C>[F:1][C:2]1[CH:30]=[CH:29][C:5]2[N:6]([C:16]([C:18]3[CH:19]=[CH:20][C:21]4[O:26][CH2:25][C:24](=[O:27])[NH:23][C:22]=4[CH:28]=3)=[O:17])[C@@H:7]([CH2:10][C:11]([NH:32][CH3:31])=[O:13])[CH2:8][O:9][C:4]=2[CH:3]=1. Procedure details: Ethyl {(3S)-7-fluoro-4-[(3-oxo-3,4-dihydro-2H-1,4-benzoxazin-6-yl)carbonyl]-3,4-dihydro-2H-1,4-benzoxazin-3-yl}acetate (Intermediate 14a, 1648 g) was taken up in methanol (10 L). Methylamine in ethanol (33 wt %, 20 eq., 7490 mL) was added at <30° C. The resulting solution was stirred at rt for 18 h. LCMS analysis indicated the reaction was not complete. The reaction was stirred for a further 4 h at rt after which HPLC indicated that <1% Intermediate 14a and its corresponding methyl ester remaine... Reactants: C(C1=CC=CC=C1)OC1=C(C(=CC(=C1)C)OCC1=CC=CC=C1)C(C)=O (1-(2,6-bis-benzyloxy-4-methyl-phenyl)-ethanone), COC=1C=C2C=CC(=CC2=CC1)C=O (6-methoxynaphthalene-2-carbaldehyde). Product: OC1=C(C(=CC(=C1)C)O)C(CCC1=CC=2CCC(CC2C=C1)OC)=O (1-(2,6-dihydroxy-4-methyl-phenyl)-3-(6-methoxy-5,6, 7,8-tetrahydro-naphthalen-2-yl)-propan-1-one). Reaction SMILES: C([O:8][C:9]1[CH:14]=[C:13]([CH3:15])[CH:12]=[C:11]([O:16]CC2C=CC=CC=2)[C:10]=1[C:24](=[O:26])[CH3:25])C1C=CC=CC=1.[CH3:27][O:28][C:29]1[CH:30]=[C:31]2[C:36](=[CH:37][CH:38]=1)[CH:35]=[C:34]([CH:39]=O)[CH:33]=[CH:32]2>>[OH:16][C:11]1[CH:12]=[C:13]([CH3:15])[CH:14]=[C:9]([OH:8])[C:10]=1[C:24](=[O:26])[CH2:25][CH2:39][C:34]1[CH:33]=[CH:32][C:31]2[CH2:30][CH:29]([O:28][CH3:27])[CH2:38][CH2:37][C:36]=2[CH:35]=1. Procedure details: Intermediate 1-(2,6-bis-benzyloxy-4-methyl-phenyl)-ethanone, was treated with 6-methoxynaphthalene-2-carbaldehyde as described in Example 1, Part B. Subsequent catalytic hydrogenation as described in Example 1, Part C, provided 1-(2,6-dihydroxy-4-methyl-phenyl)-3-(6-methoxy-5,6, 7,8-tetrahydro-naphthalen-2-yl)-propan-1-one as a by-product. Further treatment of this by-product as described in Example 1, Part D and E, afforded the title compound. 1HNMR (300 MHz, CD3COCD3) δ 7.2–7.0(m, 2H), 6.95–6.... The reactants are CCNC1=C(C=C2C(=C1)OC3=CC(=[NH+]CC)C(=CC3=C2C4=CC=CC=C4C(=O)OCC)C)C.[Cl-] (C.I. Basic Red-1), CC(=O)NC1=C2C(=C(C=C1)S(=O)(=O)[O-])C=C(/C(=N\NC3=C4C=C(C=CC4=C(C=C3)N=NC5=CC=C(C=C5)S(=O)(=O)[O-])S(=O)(=O)[O-])/C2=O)S(=O)(=O)[O-].[Na+].[Na+].[Na+].[Na+] (C.I. Food Black-1), CN(C)C1=CC=C(C=C1)C(=C2C=CC(=[N+](C)C)C=C2)C3=CC=CC=C3Cl.[Cl-] (C.I. Basic Blue-1), CCN(CCCl)C1=CC(=C(C=C1)C=CC2=[N+](C3=CC=CC=C3C2(C)C)C)C.[Cl-] (C.I. Basic Violet-7). Yields the product CCN(CC)C1=CC2=[N+](C3=C(C=CC(=C3)NN=C4C=CC(=O)C=C4)N=C2C=C1)C5=CC=CC=C5.[Cl-] (C.I. Basic Black-2). Reaction SMILES: CCNC1C=C2[O:10]C3C(=C(C4C(C(OCC)=O)=CC=CC=4)C2=CC=1C)C=C(C)C(=[NH+]CC)C=3.[Cl-].CN(C1C=CC(C(C2C([Cl:60])=CC=CC=2)=[C:45]2[CH:53]=[CH:52][C:48](=[N+:49]([CH3:51])[CH3:50])[CH:47]=[CH:46]2)=CC=1)C.[Cl-].[CH3:62][CH2:63][N:64]([C:68]1[CH:73]=CC(C=CC2C(C)(C)C3C(=CC=CC=3)[N+]=2C)=C(C)[CH:69]=1)[CH2:65][CH2:66]Cl.[Cl-].[CH3:90][C:91]([NH:93][C:94]1C=CC(S([O-])(=O)=O)=C2C=[C:105](S([O-])(=O)=O)/[C:106](/[C:135](=O)[C:95]=12)=[N:107]\[NH:108][C:109]1[CH:118]=[CH:117][C:116](N=NC2C=CC(S([O-])(=O)=O)=CC=2)=[C:115]2[C:110]=1C=C(S([O-])(=O)=O)C=C2)=O.[Na+].[Na+].[Na+].[Na+]>>[CH3:62][CH2:63][N:64]([C:68]1[CH:73]=[CH:90][C:91]2[C:51](=[N+:49]([C:48]3[CH:47]=[CH:46][CH:45]=[CH:53][CH:52]=3)[C:50]3[CH:105]=[C:106]([NH:107][N:108]=[C:109]4[CH:110]=[CH:115][C:116](=[O:10])[CH:117]=[CH:118]4)[CH:135]=[CH:95][C:94]=3[N:93]=2)[CH:69]=1)[CH2:65][CH3:66].[Cl-:60] |f:0.1,2.3,4.5,6.7.8.9.10,11.12|. Procedure: C.I. Basic Red-1, -2, -9, -12, -13, -14, -27; C.I. Basic Blue-1, -3, -5, -7, -9, -24, -25, -26, -28, -29; C.I. Basic Violet-7, -14, -27; C.I. Food Black-1, -2. Yields the product C(C)(=O)N(CCN(C)C)C1=CC=C(N\C(\C2=CC=CC=C2)=C\2/C(NC3=CC(=C(C=C23)OC)OC)=O)C=C1 (3-(Z)-(1-{4-[N-acetyl-N-(2-dimethylamino-ethyl)-amino]-anilino}-1-phenyl-methylidene)-5,6-dimethoxy-2-indolinone). Reaction SMILES: C([N:4]1[C:12]2[C:7](=[CH:8][C:9]([O:15][CH3:16])=[C:10]([O:13][CH3:14])[CH:11]=2)[C:6](=[C:17](OCC)[C:18]2[CH:23]=[CH:22][CH:21]=[CH:20][CH:19]=2)[C:5]1=[O:27])(=O)C.[C:28]([N:31]([CH2:39][CH2:40][N:41]([CH3:43])[CH3:42])[C:32]1[CH:37]=[CH:36][C:35]([NH2:38])=[CH:34][CH:33]=1)(=[O:30])[CH3:29]>>[C:28]([N:31]([C:32]1[CH:37]=[CH:36][C:35]([NH:38]/[C:17](=[C:6]2\[C:5](=[O:27])[NH:4][C:12]3[C:7]\2=[CH:8][C:9]([O:15][CH3:16])=[C:10]([O:13][CH3:14])[CH:11]=3)/[C:18]2[CH:19]=[CH:20][CH:21]=[CH:22][CH:23]=2)=[CH:34][CH:33]=1)[CH2:39][CH2:40][N:41]([CH3:43])[CH3:42])(=[O:30])[CH3:29]. Starting materials: C(C)(=O)N1C(C(C2=CC(=C(C=C12)OC)OC)=C(C1=CC=CC=C1)OCC)=O (1-acetyl-3-(1-ethoxy-1-phenyl-methylidene)-5,6-dimethoxy-2-indolinone), C(C)(=O)N(C1=CC=C(C=C1)N)CCN(C)C (N-acetyl-N-(2-dimethylamino-ethyl)-p-phenylenediamine). Reported procedure: Prepared from 1-acetyl-3-(1-ethoxy-1-phenyl-methylidene)-5,6-dimethoxy-2-indolinone and N-acetyl-N-(2-dimethylamino-ethyl)-p-phenylenediamine The reactants are C(C(=O)[O-])(=O)[O-].CC1=C(C=CC=C1[N+](=O)[O-])[N+](CCC)(CCC)CC.CC1=C(C=CC=C1[N+](=O)[O-])[N+](CCC)(CCC)CC (2-Methyl-3-nitro-N,N-Di-n-propyl phenyl ethyl ammonium oxalate), [OH-].[Na+] (Sodium hydroxide). Run in C(C)(=O)OCC (ethyl acetate). Yields the product CC1=C(C=CC=C1[N+](=O)[O-])CCN(CCC)CCC (2-Methyl-3-nitro-N,N-di-n-propyl phenyl ethyl amine), base. As a reaction SMILES: C([O-])(=O)C([O-])=O.[CH3:7][C:8]1[C:13]([N+:14]([O-:16])=[O:15])=[CH:12][CH:11]=[CH:10][C:9]=1[N+](CC)(CCC)CCC.[CH3:26][C:27]1C([N+]([O-])=O)=CC=C[C:28]=1[N+:36](CC)([CH2:40][CH2:41]C)[CH2:37][CH2:38][CH3:39].[OH-].[Na+]>C(OCC)(=O)C>[CH3:7][C:8]1[C:13]([N+:14]([O-:16])=[O:15])=[CH:12][CH:11]=[CH:10][C:9]=1[CH2:41][CH2:40][N:36]([CH2:37][CH2:38][CH3:39])[CH2:28][CH2:27][CH3:26] |f:0.1.2,3.4|. Reported procedure: 2-Methyl-3-nitro-N,N-Di-n-propyl phenyl ethyl ammonium oxalate (100 g) is added to solution of Sodium hydroxide (2000 ml 1.4%) and stir until the clear solution is obtained. Further, ethyl acetate (500 ml) is added and organic layer separated out, washed with brine solution and dried over Sodium sulphate (20 gm). Ethyl acetate is distilled out under vacuum at 50-60° C. to get residue of 2-Methyl-3-nitro-N,N-di-n-propyl phenyl ethyl amine as a free base (70-72 g) Reactants: CC(=O)OC(C)=O, ClCCl, Nc1nc(C2(C(=O)NCc3cc(C(F)(F)F)cc(C(F)(F)F)c3)CCC(N3CCC(c4ccc(F)cc4)CC3)C2)cs1, c1ccncc1. Product: CC(=O)Nc1nc(C2(C(=O)NCc3cc(C(F)(F)F)cc(C(F)(F)F)c3)CCC(N3CCC(c4ccc(F)cc4)CC3)C2)cs1. RXN SMILES: [CH3:43][C:44](=[O:45])[O:46][C:47](=[O:48])[CH3:49].[Cl:56][CH2:57][Cl:58].[NH2:1][c:2]1[s:3][cH:4][c:5]([C:7]2([C:25](=[O:26])[NH:27][CH2:28][c:29]3[cH:30][c:31]([C:39]([F:40])([F:41])[F:42])[cH:32][c:33]([C:35]([F:36])([F:37])[F:38])[cH:34]3)[CH2:8][CH:9]([N:12]3[CH2:13][CH2:14][CH:15]([c:18]4[cH:19][cH:20][c:21]([F:24])[cH:22][cH:23]4)[CH2:16][CH2:17]3)[CH2:10][CH2:11]2)[n:6]1.[cH:50]1[cH:51][cH:52][n:53][cH:54][cH:55]1>>[NH:1]([c:2]1[s:3][cH:4][c:5]([C:7]2([C:25](=[O:26])[NH:27][CH2:28][c:29]3[cH:30][c:31]([C:39]([F:40])([F:41])[F:42])[cH:32][c:33]([C:35]([F:36])([F:37])[F:38])[cH:34]3)[CH2:8][CH:9]([N:12]3[CH2:13][CH2:14][CH:15]([c:18]4[cH:19][cH:20][c:21]([F:24])[cH:22][cH:23]4)[CH2:16][CH2:17]3)[CH2:10][CH2:11]2)[n:6]1)[C:44]([CH3:43])=[O:45]. Starting materials: Fc1ccc(-c2ccc(CCl)cn2)cc1F, c1ccc(P(c2ccccc2)c2ccccc2)cc1, Cc1ccccc1C. The product is Fc1ccc(-c2ccc(C[P+](c3ccccc3)(c3ccccc3)c3ccccc3)cn2)cc1F, [Cl-]. RXN SMILES: [Cl:1][CH2:2][c:3]1[cH:4][cH:5][c:6](-[c:9]2[cH:10][c:11]([F:16])[c:12]([F:15])[cH:13][cH:14]2)[n:7][cH:8]1.[c:17]1([P:23]([c:24]2[cH:25][cH:26][cH:27][cH:28][cH:29]2)[c:30]2[cH:31][cH:32][cH:33][cH:34][cH:35]2)[cH:18][cH:19][cH:20][cH:21][cH:22]1.[c:36]1([CH3:37])[c:38]([CH3:39])[cH:40][cH:41][cH:42][cH:43]1>>[CH2:2]([c:3]1[cH:4][cH:5][c:6](-[c:9]2[cH:10][c:11]([F:16])[c:12]([F:15])[cH:13][cH:14]2)[n:7][cH:8]1)[P+:23]([c:17]1[cH:18][cH:19][cH:20][cH:21][cH:22]1)([c:24]1[cH:25][cH:26][cH:27][cH:28][cH:29]1)[c:30]1[cH:31][cH:32][cH:33][cH:34][cH:35]1.[Cl-:1].